This data is from the Open Reaction Database (ORD), a public repository of structured organic reaction records. The task is: describe an organic reaction: reactants, conditions, products, and yield Starting materials: C(C)(C)(C)OC(NCCNS(=O)(=O)C=1C=2C=CN=CC2C=C(C1)C1=CC(=CC=C1)C(F)F)=O ({2-[7-(3-difluoromethylpheny)-isoquinoline-5-sulfonylamino]-ethyl}-carbamic acid tert-butyl ester), Cl (HCl). Solvent: O1CCOCC1 (1,4-dioxane), C(C)(=O)OCC (ethyl acetate). Reaction conditions: time 8 hour. Yields the product NCCNS(=O)(=O)C=1C=2C=CN=CC2C=C(C1)C1=CC(=CC=C1)C(F)F (7-(3-difluoromethylphenyl)-isoquinoline-5-sulfonic acid (2-amino-ethyl)-amide). Isolated yield 95.0%. RXN SMILES: C(OC(=O)[NH:7][CH2:8][CH2:9][NH:10][S:11]([C:14]1[C:15]2[CH:16]=[CH:17][N:18]=[CH:19][C:20]=2[CH:21]=[C:22]([C:24]2[CH:29]=[CH:28][CH:27]=[C:26]([CH:30]([F:32])[F:31])[CH:25]=2)[CH:23]=1)(=[O:13])=[O:12])(C)(C)C.Cl>C(OCC)(=O)C.O1CCOCC1>[NH2:7][CH2:8][CH2:9][NH:10][S:11]([C:14]1[C:15]2[CH:16]=[CH:17][N:18]=[CH:19][C:20]=2[CH:21]=[C:22]([C:24]2[CH:29]=[CH:28][CH:27]=[C:26]([CH:30]([F:32])[F:31])[CH:25]=2)[CH:23]=1)(=[O:13])=[O:12]. Reported procedure: Suspend {2-[7-(3-difluoromethylpheny)-isoquinoline-5-sulfonylamino]-ethyl}-carbamic acid tert-butyl ester in ethyl acetate (11 mL), and add an excess of 4 M HCl in 1,4-dioxane. Stir overnight, filter the precipitate, wash with dichloromethane, and dry under vacuum to give the desired compound as a white solid (0.092 g, 95% yield): 1H NMR (CD3OD): δ9.92 (s, 1H), 9.10 (d, J=7.0 Hz, 1H), 9.04 (m, 2H), 8.80 (d, J=7.0 Hz, 1H), 8.09 (m, 2H), 7.74 (m, 2H), 6.94 (t, J=52.1 Hz, 1H), 3.25 (m, 2H), 3.15 (m... Starting materials: C1(=CC=CC=C1)O (Phenol), C=O (formaldehyde). Product: C1=CC=C(C(=C1)CC2=CC=CC=C2O)O (bisphenol F). Reaction SMILES: [C:1]1([OH:7])[CH:6]=[CH:5][CH:4]=[CH:3][CH:2]=1.[CH2:8]=[O:9]>>[CH:1]1[CH:2]=[C:3]([CH2:4][C:6]2[C:1]([OH:7])=[CH:2][CH:3]=[CH:4][CH:5]=2)[C:8]([OH:9])=[CH:5][CH:6]=1. Procedure: Phenol and formaldehyde are reacted to produce bisphenol F. Similar results are obtained. Reaction conditions: temperature 80 celsius, time 10 hour. Reported procedure: 26.8 g of tris(4-hydroxyphenyl)ethane was dissolved in 180 ml of acetonitrile in a flask and added with 126 ml of tetramethylammonium hydroxide (25% aqueous solution) and then, with 39.4 ml of 2-(2-bromoethyl)-[1,3]-dioxane. The resulting solution was heated to 80° C. and stirred for 10 hours. The reactant mixture was diluted with 250 ml of ethyl acetate and washed with 300 ml of 5% aqueous sodium hydroxide solution and then, with 300 ml of saline. The organic layer was dried over magnesium sulf... Reactants: [OH-].C[N+](C)(C)C (tetramethylammonium hydroxide), OC1=CC=C(C=C1)C(C)(C1=CC=C(C=C1)O)C1=CC=C(C=C1)O (tris(4-hydroxyphenyl)ethane), BrCCC1OCCCO1 (2-(2-bromoethyl)-[1,3]-dioxane). The product is O1C(OCCC1)CCOC1=CC=C(C=C1)C(C)(C1=CC=C(C=C1)OCCC1OCCCO1)C1=CC=C(C=C1)OCCC1OCCCO1 (1,1,1-tris-[4-(2-[1,3]-dioxan-2-yl ethoxy)phenyl]ethane). Run in C(C)(=O)OCC (ethyl acetate), C(C)#N (acetonitrile). As a reaction SMILES: [OH:1][C:2]1[CH:7]=[CH:6][C:5]([C:8]([C:17]2[CH:22]=[CH:21][C:20]([OH:23])=[CH:19][CH:18]=2)([C:10]2[CH:15]=[CH:14][C:13]([OH:16])=[CH:12][CH:11]=2)[CH3:9])=[CH:4][CH:3]=1.[OH-:24].C[N+](C)(C)C.Br[CH2:31][CH2:32][CH:33]1[O:38][CH2:37][CH2:36][CH2:35][O:34]1>C(#N)C.C(OCC)(=O)C>[O:34]1[CH2:35][CH2:36][CH2:37][O:38][CH:33]1[CH2:32][CH2:31][O:1][C:2]1[CH:7]=[CH:6][C:5]([C:8]([C:10]2[CH:15]=[CH:14][C:13]([O:16][CH2:31][CH2:32][CH:33]3[O:38][CH2:37][CH2:36][CH2:35][O:34]3)=[CH:12][CH:11]=2)([C:17]2[CH:18]=[CH:19][C:20]([O:23][CH2:31][CH2:32][CH:33]3[O:34][CH2:35][CH2:36][CH2:37][O:24]3)=[CH:21][CH:22]=2)[CH3:9])=[CH:4][CH:3]=1 |f:1.2|.